Dataset: the Open Reaction Database (ORD), a public repository of structured organic reaction records. Task: describe an organic reaction: reactants, conditions, products, and yield Reactants: Cl (hydrogen chloride), N(=O)OC(C)(C)C (t-butyl nitrite), C(C)(=O)C=1C=CC(N(C1)C(C)C)=O (5-Acetyl-1-isopropyl-2(1H)-pyridone). Solvent: O1CCOCC1 (dioxane), C(Cl)Cl (CH2Cl2). Conditions: temperature 22.5 celsius, time 3 hour. The product is C(C)(C)N1C=C(C=CC1=O)C(/C=N/O)=O ((1E)-(1-isopropyl-6-oxo-1,6-dihydro-3-pyridyl)(oxo)acetaldehyde oxime). As a reaction SMILES: [C:1]([C:4]1[CH:5]=[CH:6][C:7](=[O:13])[N:8]([CH:10]([CH3:12])[CH3:11])[CH:9]=1)(=[O:3])[CH3:2].Cl.[N:15](OC(C)(C)C)=[O:16]>C(Cl)Cl.O1CCOCC1>[CH:10]([N:8]1[C:7](=[O:13])[CH:6]=[CH:5][C:4]([C:1](=[O:3])/[CH:2]=[N:15]/[OH:16])=[CH:9]1)([CH3:11])[CH3:12]. Reported procedure: 5-Acetyl-1-isopropyl-2(1H)-pyridone was dissolved in CH2Cl2 (300 ml). The solution was cooled to −30˜−25° C. To the cooled solution were added 4N hydrogen chloride in dioxane (55.3 ml) and t-butyl nitrite (10.4 g) at −30˜−25° C. The temperature of the reaction mixture was raised to 20-25° C. The mixture was stirred at the same temperature for 3 hours. The precipitated crystal was collected by filtration, and dried in the air at ambient temperature, to give (1E)-(1-isopropyl-6-oxo-1,6-dihydro-3-p... Reactants: ClC1=CC2=C(SC=C2CN2C(N(CC2)C=2SC(=C(N2)C)C(=O)O)=O)C=C1 (2-(3-((5-chlorobenzo[b]thiophen-3-yl)methyl)-2-oxoimidazolidin-1-yl)-4-methylthiazole-5-carboxylic acid), C1(CC1)CN1C(N(CCC1)C=1SC(=C(N1)C)C(=O)O)=O (2-(3-(cyclopropylmethyl)-2-oxotetrahydro pyrimidin-1(2H)-yl)-4-methylthiazole-5-carboxylic acid), N1=CC(=CC=C1)CN (pyridin-3-ylmethanamine). Product: C1(CC1)CN1C(N(CCC1)C=1SC(=C(N1)C)C(=O)NCC=1C=NC=CC1)=O (2-(3-(cyclopropylmethyl)-2-oxotetrahydropyrimidin-1(2H)-yl)-4-methyl-N-(pyridin-3-ylmethyl)thiazole-5-carboxamide). Isolated yield 22.0%. RXN SMILES: ClC1C=CC2SC=C(CN3CCN(C4SC(C(O)=O)=C(C)N=4)C3=O)C=2C=1.[CH:27]1([CH2:30][N:31]2[CH2:36][CH2:35][CH2:34][N:33]([C:37]3[S:38][C:39]([C:43]([OH:45])=O)=[C:40]([CH3:42])[N:41]=3)[C:32]2=[O:46])[CH2:29][CH2:28]1.[N:47]1[CH:52]=[CH:51][CH:50]=[C:49]([CH2:53][NH2:54])[CH:48]=1>>[CH:27]1([CH2:30][N:31]2[CH2:36][CH2:35][CH2:34][N:33]([C:37]3[S:38][C:39]([C:43]([NH:54][CH2:53][C:49]4[CH:48]=[N:47][CH:52]=[CH:51][CH:50]=4)=[O:45])=[C:40]([CH3:42])[N:41]=3)[C:32]2=[O:46])[CH2:28][CH2:29]1. Procedure: Following the procedure as described in Example 32, making variations as required to replace 2-(3-((5-chlorobenzo[b]thiophen-3-yl)methyl)-2-oxoimidazolidin-1-yl)-4-methylthiazole-5-carboxylic acid with 2-(3-(cyclopropylmethyl)-2-oxotetrahydro pyrimidin-1(2H)-yl)-4-methylthiazole-5-carboxylic acid to react with pyridin-3-ylmethanamine, the title compound was obtained as a colorless solid in 22% yield: nip 142-145° C. (dichloromethane/hexanes); 1H NMR (300 MHz, CDCl3) δ 8.57 (s, 1H), 8.52-8.51 (m,... The reactants are C(C)(=O)O (acetic acid), C(C)(=O)O[BH-](OC(C)=O)OC(C)=O.[Na+] (sodium triacetoxyborohydride), COC([C@H](CC1=CC=C(C=C1)C1=CC=C(C=C1)OC1=CC=CC=C1)NC(C1=C(C=CC(=C1)Cl)N)=O)=O ((S)-2-(2-amino-5-chloro-benzoylamino)-3-(4′-phenoxy-biphenyl-4-yl)propionic acid methyl ester), COC(CCCCC=O)=O (6-oxo-hexanoic acid methyl ester). Solvent: ClCCCl (DCE). Product: COC(CCCCCNC1=C(C=C(C=C1)Cl)C(N[C@@H](CC1=CC=C(C=C1)C1=CC=C(C=C1)OC1=CC=CC=C1)C(=O)OC)=O)=O ((S)-6-{4-Chloro-2-[1-methoxycarbonyl-2-(4′-phenoxy-biphenyl-4-yl)-ethylcarbamoyl]-phenylamino}-hexanoic acid methyl ester), title compound. RXN SMILES: [CH3:1][O:2][C:3](=[O:36])[C@@H:4]([NH:25][C:26](=[O:35])[C:27]1[CH:32]=[C:31]([Cl:33])[CH:30]=[CH:29][C:28]=1[NH2:34])[CH2:5][C:6]1[CH:11]=[CH:10][C:9]([C:12]2[CH:17]=[CH:16][C:15]([O:18][C:19]3[CH:24]=[CH:23][CH:22]=[CH:21][CH:20]=3)=[CH:14][CH:13]=2)=[CH:8][CH:7]=1.[CH3:37][O:38][C:39](=[O:46])[CH2:40][CH2:41][CH2:42][CH2:43][CH:44]=O.C(O)(=O)C.C(O[BH-](OC(=O)C)OC(=O)C)(=O)C.[Na+]>ClCCCl>[CH3:37][O:38][C:39](=[O:46])[CH2:40][CH2:41][CH2:42][CH2:43][CH2:44][NH:34][C:28]1[CH:29]=[CH:30][C:31]([Cl:33])=[CH:32][C:27]=1[C:26](=[O:35])[NH:25][C@H:4]([C:3]([O:2][CH3:1])=[O:36])[CH2:5][C:6]1[CH:7]=[CH:8][C:9]([C:12]2[CH:13]=[CH:14][C:15]([O:18][C:19]3[CH:24]=[CH:23][CH:22]=[CH:21][CH:20]=3)=[CH:16][CH:17]=2)=[CH:10][CH:11]=1 |f:3.4|. Reported procedure: (S)-6-{4-Chloro-2-[1-methoxycarbonyl-2-(4′-phenoxy-biphenyl-4-yl)-ethylcarbamoyl]-phenylamino}-hexanoic acid methyl ester was prepared following Procedure G using (S)-2-(2-amino-5-chloro-benzoylamino)-3-(4′-phenoxy-biphenyl-4-yl)propionic acid methyl ester (401 mg, 0.8 mmol), 6-oxo-hexanoic acid methyl ester (231 mg, 1.6 mmol), acetic acid (2.4 mmol), sodium triacetoxyborohydride (437 mg, 97%, 2 mmol) and DCE (6 mL). Purification by flash chromatography (ethyl acetate/hexanes 1:3) gave the title...